Dataset: the Open Reaction Database (ORD), a public repository of structured organic reaction records. Task: describe an organic reaction: reactants, conditions, products, and yield The reactants are CCCC[N+](CCCC)(CCCC)CCCC.[F-] (TBAF), BrC=1C=CC2=C(SCCN2C2CN(CC2)C(=O)OC(C)(C)C)C1 (tert-Butyl 3-(7-bromo-2H-benzo[b][1,4]thiazin-4(3H)-yl)pyrrolidine-1-carboxylate), C(C)(C)(C)P(C(C)(C)C)C(C)(C)C (tri-tert-butylphosphine), hexanes. Reagents/catalysts: C=1C=CC(=CC1)/C=C/C(=O)/C=C/C2=CC=CC=C2.C=1C=CC(=CC1)/C=C/C(=O)/C=C/C2=CC=CC=C2.C=1C=CC(=CC1)/C=C/C(=O)/C=C/C2=CC=CC=C2.[Pd].[Pd] (Tris(dibenzylideneacetone)dipalladium(0)). Solvent: C1CCOC1 (THF), C1CCOC1 (THF), [Li+].C[Si](C)(C)[N-][Si](C)(C)C (LiHMDS), C1CCOC1 (THF), C1CCOC1 (THF). Reaction conditions: temperature 100 celsius, time 10 minute. The product is NC=1C=CC2=C(SCCN2C2CN(CC2)C(=O)OC(C)(C)C)C1 (tert-Butyl 3-(7-amino-2H-benzo[b][1,4]thiazin-4(3H)-yl)pyrrolidine-1-carboxylate). Yield: 83.0%. As a reaction SMILES: C(P(C(C)(C)C)C(C)(C)C)(C)(C)C.Br[C:15]1[CH:16]=[CH:17][C:18]2[N:23]([CH:24]3[CH2:28][CH2:27][N:26]([C:29]([O:31][C:32]([CH3:35])([CH3:34])[CH3:33])=[O:30])[CH2:25]3)[CH2:22][CH2:21][S:20][C:19]=2[CH:36]=1.CCCC[N+:41](CCCC)(CCCC)CCCC.[F-]>C1COCC1.[Li+].C[Si]([N-][Si](C)(C)C)(C)C.C1C=CC(/C=C/C(/C=C/C2C=CC=CC=2)=O)=CC=1.C1C=CC(/C=C/C(/C=C/C2C=CC=CC=2)=O)=CC=1.C1C=CC(/C=C/C(/C=C/C2C=CC=CC=2)=O)=CC=1.[Pd].[Pd]>[NH2:41][C:15]1[CH:16]=[CH:17][C:18]2[N:23]([CH:24]3[CH2:28][CH2:27][N:26]([C:29]([O:31][C:32]([CH3:35])([CH3:34])[CH3:33])=[O:30])[CH2:25]3)[CH2:22][CH2:21][S:20][C:19]=2[CH:36]=1 |f:2.3,5.6,7.8.9.10.11|. Reported procedure: Tris(dibenzylideneacetone)dipalladium(0) (0.056 g, 0.062 mmol) in THF (3 mL) was treated with tri-tert-butylphosphine 10% wt in hexanes (0.748 mL, 0.247 mmol) and was stirred vigorously under argon atmosphere for 10 minutes. tert-Butyl 3-(7-bromo-2H-benzo[b][1,4]thiazin-4(3H)-yl)pyrrolidine-1-carboxylate (0.49 g, 1.233 mmol) in THF (9 mL) and 1M LiHMDS in THF (3.70 mL, 3.70 mmol) were added to the mixture. The reaction was sealed, placed in a preheated oil bath, and refluxed at 100° C. The solut... The reactants are C1=CC(=CC(=C1)Cl)C(=O)OO (MCPBA), COC1=CN=CC2=CC=CC=C12 (4-methoxy isoquinoline), ClC1=NC=C(C2=CC=CC=C12)O (1-chloro-4-hydroxy isoquinoline). Product: ClC1=NC2=C(C=3C=CC=CC13)OCN=C2 (6-Chloro-1,3-Oxazino[5,6-c]isoquinoline), ClC1=NC=C(C2=CC=CC=C12)O (1-chloro-4-hydroxy isoquinoline), N-oxide. The yield is 79.1%. Reaction SMILES: [Cl:1][C:2]1[C:11]2[C:6](=[CH:7][CH:8]=[CH:9][CH:10]=2)[C:5]([OH:12])=[CH:4][N:3]=1.C1C=C(Cl)C=C(C(OO)=O)C=1.COC1C2C(=CC=CC=2)[CH:29]=[N:28][CH:27]=1>>[Cl:1][C:2]1[C:11]2[CH:10]=[CH:9][CH:8]=[CH:7][C:6]=2[C:5]2[O:12][CH2:29][N:28]=[CH:27][C:4]=2[N:3]=1.[Cl:1][C:2]1[C:11]2[C:6](=[CH:7][CH:8]=[CH:9][CH:10]=2)[C:5]([OH:12])=[CH:4][N:3]=1. Procedure details: 6-Chloro-1,3-Oxazino[5,6-c]isoquinoline was prepared by the procedure of Miyoko Toyama and Hirotaka Otomasu starting from 1-chloro-4-hydroxy isoquinoline. The starting material: 1-chloro-4-hydroxy isoquinoline (Example 226c) was prepared by the synthetic sequence shown above. MCPBA oxidation of 4-methoxy isoquinoline (Example 222a) was carried as usual to give 79.1% of the corresponding N-oxide (Example 226a). The material was converted into the 1-chloro derivative immediately afterward in POCl3... Reaction SMILES: Cl[C:2]1[C:11]2[C:6](=[CH:7][C:8]([O:14][CH3:15])=[C:9]([O:12][CH3:13])[CH:10]=2)[N:5]=[CH:4][C:3]=1[C:16]#[N:17].[NH2:18][C:19]1[CH:24]=[CH:23][CH:22]=[C:21]([NH2:25])[CH:20]=1.N1C=CC=CC=1.C(OC(O)C)C.C(=O)(O)[O-].[Na+]>>[NH2:18][C:19]1[CH:20]=[C:21]([NH:25][C:2]2[C:11]3[C:6](=[CH:7][C:8]([O:14][CH3:15])=[C:9]([O:12][CH3:13])[CH:10]=3)[N:5]=[CH:4][C:3]=2[C:16]#[N:17])[CH:22]=[CH:23][CH:24]=1 |f:4.5|. Starting materials: ClC1=C(C=NC2=CC(=C(C=C12)OC)OC)C#N (4-chloro-6,7-dimethoxy-3-quinolinecarbonitrile), NC1=CC(=CC=C1)N (1,3-diaminobenzene), N1=CC=CC=C1 (pyridine), C(C)OC(C)O (ethoxyethanol), C([O-])(O)=O.[Na+] (sodium bicarbonate). Procedure details: A stirred mixture of 4-chloro-6,7-dimethoxy-3-quinolinecarbonitrile (3.73 g, 15 mmol), 1,3-diaminobenzene (4.86 g, 45 mmol), pyridine (1.21 ml, 15 mmol), and 45 ml of ethoxyethanol was refluxed for 30 m, cooled, and stirred with aqueous sodium bicarbonate. The resulting solid was filtered, washed with water, and dried. Recrystallization from ethanol gave a brown solid, mp 222-228° C. The product is NC=1C=C(C=CC1)NC1=C(C=NC2=CC(=C(C=C12)OC)OC)C#N (4-(3-Aminophenylamino)-6,7-dimethoxy-3-quinolinecarbonitrile). Procedure details: To a solution of ethyl (1-oxo-2-ethyl-6,7-dichloro-5-indanyloxy)acetate (19.8 g., 0.060 mole) in carbon tetrachloride (200 ml.) is added N-bromosuccinimide (11.32 g., 0.0636 mole) and α,α1 -azodiisobutyronitrile (425 mg.). The mixture is heated at reflux for 10 minutes, cooled to room temperature and filtered to remove succinimide. The filtrate is washed with water and then dried over anhydrous magnesium sulfate. The solvent is removed under reduced pressure to afford ethyl (1-oxo-2-ethyl-3-brom... The reactants are O=C1C(CC2=CC(=C(C(=C12)Cl)Cl)OCC(=O)OCC)CC (ethyl (1-oxo-2-ethyl-6,7-dichloro-5-indanyloxy)acetate), BrN1C(CCC1=O)=O (N-bromosuccinimide), N(=NC(C#N)(C)C)C(C#N)(C)C (azodiisobutyronitrile). Solvent: C(Cl)(Cl)(Cl)Cl (carbon tetrachloride). The product is O=C1C(C(C2=CC(=C(C(=C12)Cl)Cl)OCC(=O)OCC)Br)CC (ethyl (1-oxo-2-ethyl-3-bromo-6,7-dichloro-5-indanyloxy)acetate). RXN SMILES: [O:1]=[C:2]1[C:10]2[C:5](=[CH:6][C:7]([O:13][CH2:14][C:15]([O:17][CH2:18][CH3:19])=[O:16])=[C:8]([Cl:12])[C:9]=2[Cl:11])[CH2:4][CH:3]1[CH2:20][CH3:21].[Br:22]N1C(=O)CCC1=O.N(C(C)(C)C#N)=NC(C)(C)C#N>C(Cl)(Cl)(Cl)Cl>[O:1]=[C:2]1[C:10]2[C:5](=[CH:6][C:7]([O:13][CH2:14][C:15]([O:17][CH2:18][CH3:19])=[O:16])=[C:8]([Cl:12])[C:9]=2[Cl:11])[CH:4]([Br:22])[CH:3]1[CH2:20][CH3:21]. Starting materials: C1(CCC2=CC=CC=C12)=O (indanone), ClC1=CC=C(C=O)C=C1 (p-chlorobenzaldehyde), [OH-].[K+] (KOH). Solvent: C(C)O (ethanol), C(C)O (ethanol). Conditions: time 3 hour. Product: ClC1=CC=C(C=C2C(C3=CC=CC=C3C2)=O)C=C1 (2-(p-Chlorobenzylidene)-1-indanone). As a reaction SMILES: [C:1]1(=[O:10])[C:9]2[C:4](=[CH:5][CH:6]=[CH:7][CH:8]=2)[CH2:3][CH2:2]1.[Cl:11][C:12]1[CH:19]=[CH:18][C:15]([CH:16]=O)=[CH:14][CH:13]=1.[OH-].[K+]>C(O)C>[Cl:11][C:12]1[CH:19]=[CH:18][C:15]([CH:16]=[C:2]2[CH2:3][C:4]3[C:9](=[CH:8][CH:7]=[CH:6][CH:5]=3)[C:1]2=[O:10])=[CH:14][CH:13]=1 |f:2.3|. Procedure: A mixture of 100 g of indanone, 112 g of p-chlorobenzaldehyde and 500 ml of ethanol is stirred, the resulting solution is cooled to -10° and treated rapidly (3 minutes) with a solution of 5.0 g of KOH in 100 ml of ethanol. The solution is allowed to warm and the product begins to crystallize at 17° (cooled to keep under 15°). The resulting slurry is allowed to stir at 20°-25° for 1 hour, and then poured onto 2 liters of icewater. After standing for 3 hours, the solid is filtered, washed with col... The reactants are BrC1=CC2=C(NC=N2)C=C1C (5-bromo-6-methyl-1H-benzo[d]imidazole), O1CCCC=C1 (dihydropyran). The reagents and catalysts are CC=1C=CC(=CC1)S(=O)(=O)O (p-TsOH). Run in C1CCOC1 (THF). Product: BrC1=CC2=C(N(C=N2)C2OCCCC2)C=C1C (5-bromo-6-methyl-1-(tetrahydro-2H-pyran-2-yl)-1H-benzo[d]imidazole). The yield is 74.1%. Reaction SMILES: [Br:1][C:2]1[C:10]([CH3:11])=[CH:9][C:5]2[NH:6][CH:7]=[N:8][C:4]=2[CH:3]=1.[O:12]1[CH:17]=[CH:16][CH2:15][CH2:14][CH2:13]1>C1COCC1.CC1C=CC(S(O)(=O)=O)=CC=1>[Br:1][C:2]1[C:10]([CH3:11])=[CH:9][C:5]2[N:6]([CH:13]3[CH2:14][CH2:15][CH2:16][CH2:17][O:12]3)[CH:7]=[N:8][C:4]=2[CH:3]=1. Reported procedure: A mixture of 5-bromo-6-methyl-1H-benzo[d]imidazole (2.0 g, 9.6 mmol), p-TsOH (17 mg, 0.1 mmol), and dihydropyran (8.1 g, 96 mmol) in THF (30 mL) was heated to reflux overnight. The solvent was concentrated in vacuo and EtOAc (50 mL) and water (50 mL) were added to the residue. The pH was adjusted to about 8 with K2CO3. The aqueous phase was extracted with EtOAc (50 mL×2). The combined organic layers were washed with water and brine, dried (Na2SO4), filtered, and concentrated in vacuo. The residu... Starting materials: ClC=1C(=NC=C(C1)C(F)(F)F)CC#N ([3-chloro-5-(trifluoromethyl)-2-pyridinyl]acetonitrile), C(C)(=O)O (acetic acid), ClC=1C(=NC=C(C1)C(F)(F)F)CC#N ([3-chloro-5-(trifluoromethyl)-2-pyridinyl]acetonitrile). The reagents and catalysts are [Pd] (palladium). Product: C(C)(=O)O.ClC=1C(=NC=C(C1)C(F)(F)F)CCN (2-[3-chloro-5-(trifluoromethyl)-2-pyridinyl]ethanamine acetate). As a reaction SMILES: [Cl:1][C:2]1[C:3]([CH2:12][C:13]#[N:14])=[N:4][CH:5]=[C:6]([C:8]([F:11])([F:10])[F:9])[CH:7]=1.[C:15]([OH:18])(=[O:17])[CH3:16]>[Pd]>[C:15]([OH:18])(=[O:17])[CH3:16].[Cl:1][C:2]1[C:3]([CH2:12][CH2:13][NH2:14])=[N:4][CH:5]=[C:6]([C:8]([F:11])([F:9])[F:10])[CH:7]=1 |f:3.4|. Reported procedure: 113 g of [3-chloro-5-(trifluoromethyl)-2-pyridinyl]acetonitrile (0.51 mol, 1 eq.) are diluted in 2.5 L of acetic acid. 30 g of palladium (5% on charcoal) are added. The reaction medium is stirred at ambient temperature under a hydrogen pressure of 5 bar. The progress of the reaction is followed by TLC; when the [3-chloro-5-(trifluoromethyl)-2-pyridinyl]acetonitrile has been completely used up, the medium is filtered over a bed of celite, and then concentrated to dryness so as to produce the 2-[3... Reactants: C(C)(=O)C(CC=CC(=O)OCC)C(=O)OCC (diethyl 5-acetylhex-2-enedioate), COC1=CC=C(C=C1)\C=C\[N+](=O)[O-] (1-methoxy-4-((E)-2-nitrovinyl)benzene). Reagents/catalysts: catalyst VI. Run in C(C)OCC (diethyl ether). Run at time 24 hour. Yields the product C(C)OC(=O)C[C@H]1[C@H]([C@@H]([C@@](C1)(C(=O)OCC)C(C)=O)C1=CC=C(C=C1)OC)[N+](=O)[O-] ((1R,2R,3R,4S)-ethyl 4-((ethoxycarbonyl)methyl)-1-acetyl-2-(4-methoxylphenyl)-3-nitro-cyclopentanecarboxylate). The yield is 83.0%. RXN SMILES: [C:1]([CH:4]([C:13]([O:15][CH2:16][CH3:17])=[O:14])[CH2:5][CH:6]=[CH:7][C:8]([O:10][CH2:11][CH3:12])=[O:9])(=[O:3])[CH3:2].[CH3:18][O:19][C:20]1[CH:25]=[CH:24][C:23](/[CH:26]=[CH:27]/[N+:28]([O-:30])=[O:29])=[CH:22][CH:21]=1>C(OCC)C>[CH2:11]([O:10][C:8]([CH2:7][C@@H:6]1[CH2:5][C@@:4]([C:1](=[O:3])[CH3:2])([C:13]([O:15][CH2:16][CH3:17])=[O:14])[C@@H:26]([C:23]2[CH:22]=[CH:21][C:20]([O:19][CH3:18])=[CH:25][CH:24]=2)[C@@H:27]1[N+:28]([O-:30])=[O:29])=[O:9])[CH3:12]. Reported procedure: To a solution of diethyl 5-acetylhex-2-enedioate (4a, 0.3 mmol, 1.0 eq) and 1-methoxy-4-((E)-2-nitrovinyl)benzene (0.6 mmol, 2.0 eq) in diethyl ether (0.4 mL) was added catalyst VI (Q-NH2) (0.06 mmol, 0.2 eq) at room temperature (22° C.). The resulting mixture was stirred vigorously for 24 hours, then the reaction was continued for about 6 hours after removal of the solvent. After the reaction was completed (monitored by TLC and crude NMR), the title product was afforded by flash chromatography ...